This data is from the Open Reaction Database (ORD), a public repository of structured organic reaction records. The task is: describe an organic reaction: reactants, conditions, products, and yield Reactants: BrCC(O)C=1C(=C(C#N)C=C(C1)F)F (3-(2-bromo-1-hydroxyethyl)-2,5-difluorobenzonitrile), C(C)(C)(C)N (t-butylamine), CCO (EtOH). Run in C(Cl)Cl (CH2Cl2). The product is C(C)(C)(C)NCC(O)C=1C(=C(C#N)C=C(C1)F)F (3-[2-(tert-butylamino)-1-hydroxyethyl]-2,5-difluorobenzonitrile). RXN SMILES: Br[CH2:2][CH:3]([C:5]1[C:6]([F:14])=[C:7]([CH:10]=[C:11]([F:13])[CH:12]=1)[C:8]#[N:9])[OH:4].[C:15]([NH2:19])([CH3:18])([CH3:17])[CH3:16].CCO>C(Cl)Cl>[C:15]([NH:19][CH2:2][CH:3]([C:5]1[C:6]([F:14])=[C:7]([CH:10]=[C:11]([F:13])[CH:12]=1)[C:8]#[N:9])[OH:4])([CH3:18])([CH3:17])[CH3:16]. Procedure: A stirred mixture of 10.2 g of 3-(2-bromo-1-hydroxyethyl)-2,5-difluorobenzonitrile, 100 mL of t-butylamine and 100 mL of EtOH is heated at reflux under N2 for 2 hours. The mixture is stripped in vacuo and the residue is partitioned between 50 mL of H2O and 100 mL of 10% NaOH and 3×100 mL of CH2Cl2. The CH2Cl2 layers are combined, washed with 2×50 mL of H2O, dried with Na2SO4 and evaporated in vacuo to afford 9.44 g of partly crystallized dark orange material. This material is dissolved in 100 mL...